This data is from the Open Reaction Database (ORD), a public repository of structured organic reaction records. The task is: describe an organic reaction: reactants, conditions, products, and yield The reactants are FC1=CC=C(CCN2CC(N(CC2)C=2C=CC=3C4=C(N(C3C2)C)CCN(C4(C)C)C(=O)OC(C)(C)C)=O)C=C1 (tert-Butyl 7-(4-(4-fluorophenethyl)-2-oxopiperazin-1-yl)-1,1,5-trimethyl-3,4-dihydro-1H-pyrido[4,3-b]indole-2(5H)-carboxylate), Cl (HCl). Solvent: CO (MeOH), CCOCC (Et2O). Conditions: time 18 hour. The product is Cl.Cl.FC1=CC=C(CCN2CC(N(CC2)C=2C=CC=3C4=C(N(C3C2)C)CCNC4(C)C)=O)C=C1 (4-(4-Fluorophenethyl)-1-(1,1,5-trimethyl-2,3,4,5-tetrahydro-1H-pyrido[4,3-b]indol-7-yl)piperazin-2-one dihydrochloride). Reaction SMILES: [F:1][C:2]1[CH:39]=[CH:38][C:5]([CH2:6][CH2:7][N:8]2[CH2:13][CH2:12][N:11]([C:14]3[CH:15]=[CH:16][C:17]4[C:18]5[C:27]([CH3:29])([CH3:28])[N:26](C(OC(C)(C)C)=O)[CH2:25][CH2:24][C:19]=5[N:20]([CH3:23])[C:21]=4[CH:22]=3)[C:10](=[O:37])[CH2:9]2)=[CH:4][CH:3]=1.[ClH:40]>CO.CCOCC>[ClH:40].[ClH:40].[F:1][C:2]1[CH:39]=[CH:38][C:5]([CH2:6][CH2:7][N:8]2[CH2:13][CH2:12][N:11]([C:14]3[CH:15]=[CH:16][C:17]4[C:18]5[C:27]([CH3:28])([CH3:29])[NH:26][CH2:25][CH2:24][C:19]=5[N:20]([CH3:23])[C:21]=4[CH:22]=3)[C:10](=[O:37])[CH2:9]2)=[CH:4][CH:3]=1 |f:4.5.6|. Procedure details: tert-Butyl 7-(4-(4-fluorophenethyl)-2-oxopiperazin-1-yl)-1,1,5-trimethyl-3,4-dihydro-1H-pyrido[4,3-b]indole-2(5H)-carboxylate (106 mg, 0.240 mmol) was dissolved in MeOH (5.00 mL), and 2 M HCl in Et2O (1.20 mL) was added. The reaction was allowed to proceed for 18 h. The mixture was concentrated, and the residue was partitioned between CH2Cl2 and saturated NaHCO3 solution. The organic phase was separated, and the aqueous phase was back extracted with CH2Cl2. The combined organic extracts were dri...